This data is from the Open Reaction Database (ORD), a public repository of structured organic reaction records. The task is: describe an organic reaction: reactants, conditions, products, and yield Reactants: CC1(OBOC1(C)C)C (4,4,5,5-tetramethyl-1,3,2-dioxaborolane), N1C(=CC2=CC=CC=C12)C(=O)OCC (ethyl 1H-indole-2-carboxylate), C(C)(C)(C)C=1C=CC(=NC1)C1=NC=C(C=C1)C(C)(C)C (5,5′-di-tert-butyl-2,2′-bipyridine), (Ir(OMe)(COD))2. Run in hexanes. Run at temperature 62 celsius. Yields the product C(C)OC(=O)C=1NC2=C(C=CC=C2C1)B1OC(C(O1)(C)C)(C)C (7-(4,4,5,5-Tetramethyl-(1,3,2)dioxaborolan-2-yl)-1H-indole-2-carboxylic acid ethyl ester). As a reaction SMILES: [NH:1]1[C:9]2[C:4](=[CH:5][CH:6]=[CH:7][CH:8]=2)[CH:3]=[C:2]1[C:10]([O:12][CH2:13][CH3:14])=[O:11].C(C1C=CC(C2C=CC(C(C)(C)C)=CN=2)=NC=1)(C)(C)C.[CH3:35][C:36]1([CH3:43])[C:40]([CH3:42])([CH3:41])[O:39][BH:38][O:37]1>>[CH2:13]([O:12][C:10]([C:2]1[NH:1][C:9]2[C:4]([CH:3]=1)=[CH:5][CH:6]=[CH:7][C:8]=2[B:38]1[O:39][C:40]([CH3:42])([CH3:41])[C:36]([CH3:43])([CH3:35])[O:37]1)=[O:11])[CH3:14]. Procedure details: A mixture of ethyl 1H-indole-2-carboxylate (1.89 g), 5,5′-di-tert-butyl-2,2′-bipyridine (0.081 g), and (Ir(OMe)(COD))2 (0.152 g) in hexanes (30 mL) was treated with 4,4,5,5-tetramethyl-1,3,2-dioxaborolane (1.66 g) via a syringe. The reaction mixture was degassed via vacuum/nitrogen cycle three times. The reaction mixture was heated at 62° C. for 12 hours. After this time, the solvent was removed and the residue was purified by flash chromatography on silica gel eluting with 1:9 ethyl acetate/hex...